This data is from the Open Reaction Database (ORD), a public repository of structured organic reaction records. The task is: describe an organic reaction: reactants, conditions, products, and yield Starting materials: Clc1cccc(OC2CCNc3ncc(Br)cc32)c1, CCOC(C)=O, CC1(C)OB(c2cccc(N3CCOCC3)c2)OC1(C)C, CCCCCC. Yields the product Clc1cccc(OC2CCNc3ncc(-c4cccc(N5CCOCC5)c4)cc32)c1. RXN SMILES: [Br:1][c:2]1[cH:3][c:4]2[c:9]([n:10][cH:11]1)[NH:8][CH2:7][CH2:6][CH:5]2[O:12][c:13]1[cH:14][c:15]([Cl:19])[cH:16][cH:17][cH:18]1.[C:47]([O:48][CH2:49][CH3:50])(=[O:51])[CH3:52].[CH3:20][C:21]1([CH3:22])[C:23]([CH3:24])([CH3:25])[O:26][B:27]([c:28]2[cH:29][c:30]([N:34]3[CH2:35][CH2:36][O:37][CH2:38][CH2:39]3)[cH:31][cH:32][cH:33]2)[O:40]1.[CH3:41][CH2:42][CH2:43][CH2:44][CH2:45][CH3:46]>>[c:2]1(-[c:28]2[cH:29][c:30]([N:34]3[CH2:35][CH2:36][O:37][CH2:38][CH2:39]3)[cH:31][cH:32][cH:33]2)[cH:3][c:4]2[c:9]([n:10][cH:11]1)[NH:8][CH2:7][CH2:6][CH:5]2[O:12][c:13]1[cH:14][c:15]([Cl:19])[cH:16][cH:17][cH:18]1. The reactants are CCN(C(C)C)C(C)C, COc1cc2ncnc(Cl)c2cc1OC, CN(C)C=O, O, Oc1cccc(S)c1. Product: COc1cc2ncnc(Sc3cccc(O)c3)c2cc1OC. Reaction SMILES: [CH:24]([N:25]([CH2:26][CH3:27])[CH:28]([CH3:29])[CH3:30])([CH3:31])[CH3:32].[Cl:1][c:2]1[n:3][cH:4][n:5][c:6]2[cH:7][c:8]([O:14][CH3:15])[c:9]([O:12][CH3:13])[cH:10][c:11]12.[O:33]=[CH:34][N:35]([CH3:36])[CH3:37].[OH2:38].[OH:16][c:17]1[cH:18][c:19]([SH:23])[cH:20][cH:21][cH:22]1>>[c:2]1([S:23][c:19]2[cH:18][c:17]([OH:16])[cH:22][cH:21][cH:20]2)[n:3][cH:4][n:5][c:6]2[cH:7][c:8]([O:14][CH3:15])[c:9]([O:12][CH3:13])[cH:10][c:11]12. Reactants: C(C)(C)(C)OC(=O)N1[C@@H](CC(C1)=NOCC1=CC=C(C=C1)OC)C(=O)O ((2S,4EZ)-1-(tert-butoxycarbonyl)-4-{[(4-methoxybenzyl)oxy]imino}-2-pyrrolidinecarboxylic acid), O(C1=CC=CC=C1)C1=CC=C(C(=O)Cl)C=C1 (4-phenoxybenzoyl chloride), N1(C=CC=C1)C1=C(C=CC=C1)N (2-(1H-pyrrol-1-yl)phenylamine). Yields the product COC1=CC=C(CON=C2C[C@H](N(C2)C(C2=CC=C(C=C2)OC2=CC=CC=C2)=O)C(=O)NC2=C(C=CC=C2)N2C=CC=C2)C=C1 ((2S,4EZ)-4-{[(4-methoxybenzyl)oxy]imino}-1-(4-phenoxybenzoyl)-N-[2-(1H-pyrrol-1-yl)phenyl]-2-pyrrolidinecarboxamide). Reaction SMILES: C(O[C:6]([N:8]1[CH2:12][C:11](=[N:13][O:14][CH2:15][C:16]2[CH:21]=[CH:20][C:19]([O:22][CH3:23])=[CH:18][CH:17]=2)[CH2:10][C@H:9]1[C:24]([OH:26])=O)=[O:7])(C)(C)C.[O:27]([C:34]1[CH:42]=[CH:41][C:37](C(Cl)=O)=[CH:36][CH:35]=1)[C:28]1[CH:33]=[CH:32][CH:31]=[CH:30][CH:29]=1.[N:43]1([C:48]2[CH:53]=[CH:52][CH:51]=[CH:50][C:49]=2[NH2:54])[CH:47]=[CH:46][CH:45]=[CH:44]1>>[CH3:23][O:22][C:19]1[CH:18]=[CH:17][C:16]([CH2:15][O:14][N:13]=[C:11]2[CH2:12][N:8]([C:6](=[O:7])[C:37]3[CH:36]=[CH:35][C:34]([O:27][C:28]4[CH:29]=[CH:30][CH:31]=[CH:32][CH:33]=4)=[CH:42][CH:41]=3)[C@H:9]([C:24]([NH:54][C:49]3[CH:50]=[CH:51][CH:52]=[CH:53][C:48]=3[N:43]3[CH:47]=[CH:46][CH:45]=[CH:44]3)=[O:26])[CH2:10]2)=[CH:21][CH:20]=1. Procedure: Following the general method as outlined in Example 22, starting from (2S,4EZ)-1-(tert-butoxycarbonyl)-4-{[(4-methoxybenzyl)oxy]imino}-2-pyrrolidinecarboxylic acid, 4-phenoxybenzoyl chloride, and 2-(1H-pyrrol-1-yl)phenylamine the title compound was obtained in 55% purity by LC/MS. MS(ESI+): m/z=601.4. Starting materials: CCN(CC)CCN(C)Cc1cc(C)cc(C(=O)OC)c1, [Na+], [OH-]. The product is CCN(CC)CCN(C)Cc1cc(C)cc(C(=O)O)c1. RXN SMILES: [CH2:1]([CH3:2])[N:3]([CH2:4][CH2:5][N:6]([CH3:7])[CH2:8][c:9]1[cH:10][c:11]([C:12](=[O:13])[O:14][CH3:15])[cH:16][c:17]([CH3:19])[cH:18]1)[CH2:20][CH3:21].[Na+:23].[OH-:22]>>[CH2:1]([CH3:2])[N:3]([CH2:4][CH2:5][N:6]([CH3:7])[CH2:8][c:9]1[cH:10][c:11]([C:12](=[O:13])[OH:14])[cH:16][c:17]([CH3:19])[cH:18]1)[CH2:20][CH3:21]. Starting materials: CC(C)(C)OC(=O)N1CCC(n2c(=O)[nH]c3cc(Cl)ccc32)CC1, ClCCl, O=C(O)C(F)(F)F, O. Product: O=c1[nH]c2cc(Cl)ccc2n1C1CCNCC1. RXN SMILES: [C:1]([O:2][C:3](=[O:4])[N:8]1[CH2:9][CH2:10][CH:11]([n:14]2[c:15](=[O:24])[nH:16][c:17]3[c:18]2[cH:19][cH:20][c:21]([Cl:23])[cH:22]3)[CH2:12][CH2:13]1)([CH3:5])([CH3:6])[CH3:7].[Cl:33][CH2:34][Cl:35].[F:26][C:27]([F:28])([F:29])[C:30]([OH:31])=[O:32].[OH2:25]>>[NH:8]1[CH2:9][CH2:10][CH:11]([n:14]2[c:15](=[O:24])[nH:16][c:17]3[c:18]2[cH:19][cH:20][c:21]([Cl:23])[cH:22]3)[CH2:12][CH2:13]1. Reactants: [N+](=O)([O-])C=1C=C(C=CC1)N1C=NC(=C1)C(=O)O (1-(3-Nitro-phenyl)-1H-imidazole-4-carboxylic acid), C(Cl)Cl (CH2Cl2), CN(C)C=O (DMF), C(C(=O)Cl)(=O)Cl (oxalyl chloride). Reaction conditions: time 1 hour. The product is N1=CC(=CC=C1)OC(=O)C=1N=CN(C1)C1=CC(=CC=C1)[N+](=O)[O-] (1-(3-Nitro-phenyl)-1H-imidazole-4-carboxylic acid pyridin-3-yl ester). Isolated yield 10.0%. RXN SMILES: [N+:1]([C:4]1[CH:5]=[C:6]([N:10]2[CH:14]=[C:13]([C:15]([OH:17])=[O:16])[N:12]=[CH:11]2)[CH:7]=[CH:8][CH:9]=1)([O-:3])=[O:2].[CH3:18][N:19]([CH:21]=O)C.[C:23](Cl)(=O)[C:24](Cl)=O.[CH2:29](Cl)Cl>>[N:19]1[CH:21]=[CH:24][CH:23]=[C:29]([O:16][C:15]([C:13]2[N:12]=[CH:11][N:10]([C:6]3[CH:7]=[CH:8][CH:9]=[C:4]([N+:1]([O-:3])=[O:2])[CH:5]=3)[CH:14]=2)=[O:17])[CH:18]=1. Reported procedure: 1-(3-Nitro-phenyl)-1H-imidazole-4-carboxylic acid 21 (0.1 g, 0.4 mmol) was suspended in CH2Cl2 (5 mL) and a drop of DMF (cat.) was added. Then oxalyl chloride (111 μL, 1.29 mmol) was added and the reaction mixture was stirred at room temperature for 1 h. The organic layer was removed by decantation and the remaining solid was washed twice with CH2Cl2. The solid was suspended in CH2Cl2 and 3-hydroxypyridine was added dropwise. The clear solution was stirred at room temperature for 2 h after which...